Dataset: the Open Reaction Database (ORD), a public repository of structured organic reaction records. Task: describe an organic reaction: reactants, conditions, products, and yield Reported procedure: Prepared analogously to Example 2 b from 1-(6-methoxy-pyridin-2-yl)-3,5-dimethyl-piperazine and 9-(4-bromo-butyl)-9H-fluorene-9-carboxylic acid-4-fluorobenzyl-amide. The product is FC1=CC=C(CNC(=O)C2(C3=CC=CC=C3C=3C=CC=CC23)CCCCN2C(CN(CC2C)C2=NC(=CC=C2)OC)C)C=C1 (9-{4-[4-(6-methoxy-pyridin-2-yl)-2,6-dimethyl-piperazin-1-yl]-butyl}-9H-fluorene-9-carboxylic acid-4-fluorobenzyl-amide). Reactants: COC1=CC=CC(=N1)N1CC(NC(C1)C)C (1-(6-methoxy-pyridin-2-yl)-3,5-dimethyl-piperazine), FC1=CC=C(CNC(=O)C2(C3=CC=CC=C3C=3C=CC=CC23)CCCCBr)C=C1 (9-(4-bromo-butyl)-9H-fluorene-9-carboxylic acid-4-fluorobenzyl-amide). As a reaction SMILES: [CH3:1][O:2][C:3]1[N:8]=[C:7]([N:9]2[CH2:14][CH:13]([CH3:15])[NH:12][CH:11]([CH3:16])[CH2:10]2)[CH:6]=[CH:5][CH:4]=1.[F:17][C:18]1[CH:45]=[CH:44][C:21]([CH2:22][NH:23][C:24]([C:26]2([CH2:39][CH2:40][CH2:41][CH2:42]Br)[C:38]3[CH:37]=[CH:36][CH:35]=[CH:34][C:33]=3[C:32]3[C:27]2=[CH:28][CH:29]=[CH:30][CH:31]=3)=[O:25])=[CH:20][CH:19]=1>>[F:17][C:18]1[CH:19]=[CH:20][C:21]([CH2:22][NH:23][C:24]([C:26]2([CH2:39][CH2:40][CH2:41][CH2:42][N:12]3[CH:11]([CH3:16])[CH2:10][N:9]([C:7]4[CH:6]=[CH:5][CH:4]=[C:3]([O:2][CH3:1])[N:8]=4)[CH2:14][CH:13]3[CH3:15])[C:38]3[CH:37]=[CH:36][CH:35]=[CH:34][C:33]=3[C:32]3[C:27]2=[CH:28][CH:29]=[CH:30][CH:31]=3)=[O:25])=[CH:44][CH:45]=1. Starting materials: Cl.NCCCCCC(C(=O)O)CCC (7-amino-2-propylheptanoic acid hydrochloride), C(CCCC=O)=O (glutaraldehyde), N[C@@H](CCCCN)C(=O)O (lysine). Solvent: P(=O)([O-])([O-])[O-] (phosphate). Reaction conditions: time 2 hour. Product: NCCCCCC(C(=O)O)CCC (7-amino-2-propylheptanoic acid). Reaction SMILES: Cl.[NH2:2][CH2:3][CH2:4][CH2:5][CH2:6][CH2:7][CH:8]([CH2:12][CH2:13][CH3:14])[C:9]([OH:11])=[O:10].C(=O)CCCC=O.N[C@H](C(O)=O)CCCCN>P([O-])([O-])([O-])=O>[NH2:2][CH2:3][CH2:4][CH2:5][CH2:6][CH2:7][CH:8]([CH2:12][CH2:13][CH3:14])[C:9]([OH:11])=[O:10] |f:0.1|. Reported procedure: BSA(Bovine Serum Albumin fraction V, Armour Pharm.Co.,600 mg) was dissolved in 0.2 M phosphate buffer (pH 7.0,30 ml). To the solution was added an aqueous solution (adjusted to pH 7.0 with NaHCO3, 30 ml) of 7-amino-2-propylheptanoic acid hydrochloride (prepared in Example 1, 180 mg), followed by the dropwise addition of 0.02 M aqueous glutaraldehyde solution (30 ml). The mixture was stirred for 2 hours at ambient temperature. After adding 1 M lysine solution (pH 7.5,3.0 ml), the mixture was furt... Reactants: N(=[N+]=[N-])CCOCC(=O)OCC (ethyl 2-azidoethoxyacetate), [OH-].[Na+] (NaOH). The solvent is CO (MeOH). Run at time 17 hour. Yields the product N(=[N+]=[N-])CCOCC(=O)O (2-azidoethoxyacetic acid). Yield: 77.3%. Reaction SMILES: [N:1]([CH2:4][CH2:5][O:6][CH2:7][C:8]([O:10]CC)=[O:9])=[N+:2]=[N-:3].[OH-].[Na+]>CO>[N:1]([CH2:4][CH2:5][O:6][CH2:7][C:8]([OH:10])=[O:9])=[N+:2]=[N-:3] |f:1.2|. Procedure: To a solution of ethyl 2-azidoethoxyacetate (6.56 g, 37.9 mmol) in MeOH (80 ml) was added 1N aq. NaOH (80 ml) and the mixture was stirred at room temperature overnight (17 h). After removing the insoluble material, the methanol was evaporated in vacuo and this was saturated with sodium chloride and washed with ether (30 ml×3). The aqueous layer acidified with 3N HCl (30 ml) was extracted with ether (40 ml×4). The ether extracts were washed with brine, dried (MgSO4) and evaporated to yield 4.25 g...